Dataset: the Open Reaction Database (ORD), a public repository of structured organic reaction records. Task: describe an organic reaction: reactants, conditions, products, and yield Starting materials: NC1=CC=C(C(=O)C2=CC=C(C=C2)N)C=C1 (4,4′-diaminobenzophenone), N1(CCOCC1)C1=CC=C(C(=O)[O-])C=C1 (4-morpholinylbenzoate). The product is C(=O)(C1=CC=C(C=C1)NC(C1=CC=C(C=C1)N1CCOCC1)=O)C1=CC=C(C=C1)NC(C1=CC=C(C=C1)N1CCOCC1)=O (N,N′-(carbonylbis(4,1-phenylene))bis(4-morpholinobenzamide)). RXN SMILES: [NH2:1][C:2]1[CH:16]=[CH:15][C:5]([C:6]([C:8]2[CH:13]=[CH:12][C:11]([NH2:14])=[CH:10][CH:9]=2)=[O:7])=[CH:4][CH:3]=1.[N:17]1([C:23]2[CH:31]=[CH:30][C:26]([C:27]([O-])=[O:28])=[CH:25][CH:24]=2)[CH2:22][CH2:21][O:20][CH2:19][CH2:18]1>>[C:6]([C:8]1[CH:13]=[CH:12][C:11]([NH:14][C:27](=[O:28])[C:26]2[CH:30]=[CH:31][C:23]([N:17]3[CH2:22][CH2:21][O:20][CH2:19][CH2:18]3)=[CH:24][CH:25]=2)=[CH:10][CH:9]=1)([C:5]1[CH:15]=[CH:16][C:2]([NH:1][C:27](=[O:28])[C:26]2[CH:25]=[CH:24][C:23]([N:17]3[CH2:22][CH2:21][O:20][CH2:19][CH2:18]3)=[CH:31][CH:30]=2)=[CH:3][CH:4]=1)=[O:7]. Procedure details: Compound 302 was prepared according to the procedure described in Scheme IV from 4,4′-diaminobenzophenone and 4-morpholinylbenzoate. [M+H]+ calcd for C35H35N4O5: 591.26; found: 591.20. Reactants: C[Si](C#CC=1C=C(C=CC1)O)(C)C (3-(2-trimethylsilylethynyl)phenol), IC1=CC=C(C=C1)O (4-iodophenol). Yields the product C[Si](C#CC1=CC=C(C=C1)O)(C)C (4-(2-trimethylsilylethynyl)phenol), brown oil. The yield is 82.0%. Reaction SMILES: [CH3:1][Si:2]([CH3:13])([CH3:12])[C:3]#[C:4][C:5]1[CH:6]=[C:7](O)[CH:8]=[CH:9][CH:10]=1.IC1C=CC([OH:21])=CC=1>>[CH3:1][Si:2]([CH3:13])([CH3:12])[C:3]#[C:4][C:5]1[CH:6]=[CH:7][C:8]([OH:21])=[CH:9][CH:10]=1. Procedure: 4-TMSE-phenol was prepared in a similar manner as 3-TMSE-phenol, using 4-iodophenol (5.0 g) instead of 3-iodophenol. This gave 3.5 g (82% yield) of a brown oil. 1H NMR (acetone-d6, 300 MHz, ppm): 8.80 (s, 1H, Ar—OH), 7.34 (d, 2H, J=8.4 Hz, Ar—H), 6.85 (d, 2H, J=8.4 Hz, Ar—H), 0.21 (s, 9H, TMS). 13C NMR (CDCl3, 75 MHz, ppm): 156.1, 133.9, 115.6, 115.5, 105.3, 92.7, 0.2. The reactants are C(C)OC(C1=CC=C(C=C1)N)=O (4-aminobenzoic acid ethyl ester), C(CCCCC)C(C(=O)Cl)CCCCCCCC (2-hexyldecanoyl chloride). Run in N1=CC=CC=C1 (pyridine), C(C)#N (acetonitrile). The product is C(C)OC(C1=CC=C(C=C1)NC(C(CCCCCCCC)CCCCCC)=O)=O (4-(2-hexyldecanamido)benzoic acid ethyl ester). Yield: 93.3%. As a reaction SMILES: [CH2:1]([O:3][C:4](=[O:12])[C:5]1[CH:10]=[CH:9][C:8]([NH2:11])=[CH:7][CH:6]=1)[CH3:2].[CH2:13]([CH:19]([CH2:23][CH2:24][CH2:25][CH2:26][CH2:27][CH2:28][CH2:29][CH3:30])[C:20](Cl)=[O:21])[CH2:14][CH2:15][CH2:16][CH2:17][CH3:18]>N1C=CC=CC=1.C(#N)C>[CH2:1]([O:3][C:4](=[O:12])[C:5]1[CH:10]=[CH:9][C:8]([NH:11][C:20](=[O:21])[CH:19]([CH2:13][CH2:14][CH2:15][CH2:16][CH2:17][CH3:18])[CH2:23][CH2:24][CH2:25][CH2:26][CH2:27][CH2:28][CH2:29][CH3:30])=[CH:7][CH:6]=1)[CH3:2]. Procedure details: In a mixture of 40 ml of pyridine and 300 ml of acetonitrile was dissolved 82.5 g of 4-aminobenzoic acid ethyl ester and then 137.5 g of 2-hexyldecanoyl chloride was added dropwise to the solution thus formed at room temperature over a period of about 30 minutes. Thereafter, after keeping the mixture at 50° C. for 2 hours, the reaction mixture was allowed to cool and extracted with a mixture of ethyl acetate and an aqueous hydrochloric acid solution. The extract thus obtained was dried by magnes... Reactants: O1C=C(C=C1)C=1C=C(C(=O)OC)C=CC1 (methyl 3-(furan-3-yl)benzoate), ClN1C(CCC1=O)=O (N-chlorosuccinimide). Solvent: C(C)(=O)O (acetic acid). Run at temperature 110 celsius. The product is ClC=1OC=CC1C=1C=C(C(=O)OC)C=CC1 (methyl 3-(2-chlorofuran-3-yl)benzoate). The yield is 20.5%. Reaction SMILES: [O:1]1[CH:5]=[CH:4][C:3]([C:6]2[CH:7]=[C:8]([CH:13]=[CH:14][CH:15]=2)[C:9]([O:11][CH3:12])=[O:10])=[CH:2]1.[Cl:16]N1C(=O)CCC1=O>C(O)(=O)C>[Cl:16][C:2]1[O:1][CH:5]=[CH:4][C:3]=1[C:6]1[CH:7]=[C:8]([CH:13]=[CH:14][CH:15]=1)[C:9]([O:11][CH3:12])=[O:10]. Procedure: A solution of methyl 3-(furan-3-yl)benzoate (1.0 g) in acetic acid (5 ml) was stirred at 110° C., and to this was slowly added N-chlorosuccinimide (0.66 g). The mixture was heated at 110° C. for 1.5 hours and then cooled to room temperature. The reaction mixture was poured onto water and the product was extracted with ethyl acetate, washed successively with water, hydrochloric acid, and brine. The organic layer was dried over magnesium sulfate and evaporated in vacuo. The residue was purified by... Yields the product ClC1=C(C=CC=C1)C=1C(=C(N(C1)C1=CC=CC=C1)N)C#N (4-(2-chlorophenyl)-1-phenyl-2-amino-3-cyanopyrrole). Conditions: temperature 65 celsius, time 2 hour. As a reaction SMILES: CC(C)([O-])C.[K+].[C:7](#[N:11])[CH2:8][C:9]#[N:10].[C:12]1([NH:18][C:19]2[CH:24]=[CH:23][CH:22]=[CH:21][C:20]=2[C:25](=O)[CH2:26][Cl:27])[CH:17]=[CH:16][CH:15]=[CH:14][CH:13]=1>C(O)C>[Cl:27][C:26]1[CH:25]=[CH:20][CH:21]=[CH:22][C:23]=1[C:24]1[C:8]([C:9]#[N:10])=[C:7]([NH2:11])[N:18]([C:12]2[CH:13]=[CH:14][CH:15]=[CH:16][CH:17]=2)[CH:19]=1 |f:0.1|. Reactants: C(CC#N)#N (malononitrile), C1(=CC=CC=C1)NC1=C(C=CC=C1)C(CCl)=O (2'-phenylamino-2-chloroacetophenone), CC(C)([O-])C.[K+] (potassium tertiary butoxide). Solvent: C(C)O (ethanol). Procedure details: 4.0 g of potassium tertiary butoxide are dissolved in 80 ml of ethanol and subsequently first 3.0 g of malononitrile and then 9 g of 2'-phenylamino-2-chloroacetophenone are added at RT and the mixture is stirred at 65° C. for 2 h. The mixture is then cooled and concentrated in an RE. The residue is partitioned between water and methylene chloride and the aqueous phase is extracted once more with methylene chloride. The combined organic phases are dried over MgSO4 and concentrated. The product is...